Dataset: the Open Reaction Database (ORD), a public repository of structured organic reaction records. Task: describe an organic reaction: reactants, conditions, products, and yield Reactants: C1(=CC=CC=C1)N1C=2N(C(C3=C1N=CC=C3)=O)CCN2 (10-phenyl-2,3-dihydroimidazo[1,2-a]pyrido[2,3-d]pyrimidin-5(10H)-one). The reagents and catalysts are [Pd] (Pd/C). The solvent is C(C)(=O)O (acetic acid). Product: C1(=CC=CC=C1)N1C=2N(C(C3=C1NCCC3)=O)CCN2 (10-phenyl-2,3,6,7,8,9-hexahydroimidazo[1,2-a]-pyrido[2,3-d]pyrimidin-5(10H)-one). Reaction SMILES: [C:1]1([N:7]2[C:12]3[N:13]=[CH:14][CH:15]=[CH:16][C:11]=3[C:10](=[O:17])[N:9]3[CH2:18][CH2:19][N:20]=[C:8]23)[CH:6]=[CH:5][CH:4]=[CH:3][CH:2]=1>[Pd].C(O)(=O)C>[C:1]1([N:7]2[C:12]3[NH:13][CH2:14][CH2:15][CH2:16][C:11]=3[C:10](=[O:17])[N:9]3[CH2:18][CH2:19][N:20]=[C:8]23)[CH:2]=[CH:3][CH:4]=[CH:5][CH:6]=1. Procedure details: Hydrogenate a mixture of 10% Pd/C (2.5 g), 10-phenyl-2,3-dihydroimidazo[1,2-a]pyrido[2,3-d]pyrimidin-5(10H)-one (5 g) and glacial acetic acid (125 ml) at 60 psi in a Paar apparatus for 24 hrs. at 25° C. Filter the mixture and evaporate the solvent of the filtrate. Dissolve the residue in 1N NaHCO3 (50 ml), neutralize with additional solid NaHCO3 and extract with CHCl3. Wash combined extracts with H2O, dry and filter. Evaporate solvent of the filtrate and crystallize the residue from EtOAc--MeOH ... Reactants: OC1=CC=C(C=C1)CC(C)=O (1-(4-hydroxyphenyl)propan-2-one), OC(CN)C1=CC(=CC=C1)Cl (2-hydroxy-2-(3-chlorophenyl)ethanamine), O (water). Run in C1=CC=CC=C1 (benzene). Conditions: time 40 minute. Product: OC1=CC=C(C=C1)CC(C)NCC(C1=CC(=CC=C1)Cl)O (N-[2-(4-hydroxyphenyl)-1-methylethyl]-2-hydroxy-2-(3-chlorophenyl)ethanamine). Reaction SMILES: [OH:1][C:2]1[CH:7]=[CH:6][C:5]([CH2:8][C:9](=O)[CH3:10])=[CH:4][CH:3]=1.[OH:12][CH:13]([C:16]1[CH:21]=[CH:20][CH:19]=[C:18]([Cl:22])[CH:17]=1)[CH2:14][NH2:15].O>C1C=CC=CC=1>[OH:1][C:2]1[CH:7]=[CH:6][C:5]([CH2:8][CH:9]([NH:15][CH2:14][CH:13]([OH:12])[C:16]2[CH:21]=[CH:20][CH:19]=[C:18]([Cl:22])[CH:17]=2)[CH3:10])=[CH:4][CH:3]=1. Reported procedure: A mixture of 1-(4-hydroxyphenyl)propan-2-one (4.6 g) and 2-hydroxy-2-(3-chlorophenyl)ethanamine (5.2 g) in dry benzene (150 ml) was heated under reflux using a Dean and Stark head until the required amount of water had been collected. The solution was cooled, the solvent evaporated, the residue dissolved in methanol (20 ml), cooled in ice and treated portionwise with sodium borohyride (6.1 g) over 30 minutes. The mixture was stirred for 40 minutes, and the solvent removed under reduced pressure.... Reactants: [Br-], CCc1ccccc1NC#N, Cl, [K+], Nc1ccc(Br)cn1. Yields the product CCc1ccccc1[NH2+]C(=N)Nc1ccc(Br)cn1, Cl. Reaction SMILES: [Br-:21].[CH3:1][CH2:2][c:3]1[c:4]([NH:9][C:10]#[N:11])[cH:5][cH:6][cH:7][cH:8]1.[ClH:12].[K+:22].[NH2:13][c:14]1[n:15][cH:16][c:17]([Br:20])[cH:18][cH:19]1>>[CH3:1][CH2:2][c:3]1[c:4]([NH2+:9][C:10](=[NH:11])[NH:13][c:14]2[n:15][cH:16][c:17]([Br:20])[cH:18][cH:19]2)[cH:5][cH:6][cH:7][cH:8]1.[ClH:12]. Reactants: CCOC(=O)C(Cc1cccc(OC(F)(F)C(F)F)c1)C(O)c1ccc(F)nc1, CO, Cl, [Na+], [OH-]. Product: O=C(O)C(Cc1cccc(OC(F)(F)C(F)F)c1)C(O)c1ccc(F)nc1. RXN SMILES: [CH2:1]([CH3:2])[O:3][C:4]([CH:5]([CH:6]([OH:7])[c:8]1[cH:9][n:10][c:11]([F:14])[cH:12][cH:13]1)[CH2:15][c:16]1[cH:17][c:18]([O:22][C:23]([CH:24]([F:25])[F:26])([F:27])[F:28])[cH:19][cH:20][cH:21]1)=[O:29].[CH3:33][OH:34].[ClH:32].[Na+:31].[OH-:30]>>[O:3]=[C:4]([CH:5]([CH:6]([OH:7])[c:8]1[cH:9][n:10][c:11]([F:14])[cH:12][cH:13]1)[CH2:15][c:16]1[cH:17][c:18]([O:22][C:23]([CH:24]([F:25])[F:26])([F:27])[F:28])[cH:19][cH:20][cH:21]1)[OH:29]. The reactants are BrB(Br)Br, COCCNc1nonc1-c1noc(=O)n1-c1ccc(F)c(Br)c1, ClCCl. Product: O=c1onc(-c2nonc2NCCO)n1-c1ccc(F)c(Br)c1. Reaction SMILES: [B:25]([Br:26])([Br:27])[Br:28].[Br:1][c:2]1[cH:3][c:4](-[n:9]2[c:10](-[c:15]3[n:16][o:17][n:18][c:19]3[NH:20][CH2:21][CH2:22][O:23][CH3:24])[n:11][o:12][c:13]2=[O:14])[cH:5][cH:6][c:7]1[F:8].[Cl:29][CH2:30][Cl:31]>>[Br:1][c:2]1[cH:3][c:4](-[n:9]2[c:10](-[c:15]3[n:16][o:17][n:18][c:19]3[NH:20][CH2:21][CH2:22][OH:23])[n:11][o:12][c:13]2=[O:14])[cH:5][cH:6][c:7]1[F:8]. Reactants: C(C)(C)(C)OC(=O)N1CCN(CC1)C1=C(C=C(C=C1)Cl)C#N (4-(4-chloro-2-cyano-phenyl)-piperazine-1-carboxylic acid tert-butyl ester), FC(C(=O)O)(F)F (trifluoroacetic acid). The solvent is ClCCl (dichloromethane). Run at time 2 hour. The product is ClC=1C=CC(=C(C#N)C1)N1CCNCC1 (5-Chloro-2-piperazin-1-yl-benzonitrile). As a reaction SMILES: C(OC([N:8]1[CH2:13][CH2:12][N:11]([C:14]2[CH:19]=[CH:18][C:17]([Cl:20])=[CH:16][C:15]=2[C:21]#[N:22])[CH2:10][CH2:9]1)=O)(C)(C)C.FC(F)(F)C(O)=O>ClCCl>[Cl:20][C:17]1[CH:18]=[CH:19][C:14]([N:11]2[CH2:10][CH2:9][NH:8][CH2:13][CH2:12]2)=[C:15]([CH:16]=1)[C:21]#[N:22]. Reported procedure: A solution of 4-(4-chloro-2-cyano-phenyl)-piperazine-1-carboxylic acid tert-butyl ester (0.32 g, 1 mmol) in dichloromethane cooled at 0° C. was treated with trifluoroacetic acid (20%) and warmed to room temperature and stirred for 2 h. The reaction mixture was concentrated in vacuo, diluted with ethyl acetate and free based with 10% aqueous sodium bicarbonate. The organic layers were separated and dried over sodium sulfate and concentrated in vacuo. The product used without further purification.